The task is: describe an organic reaction: reactants, conditions, products, and yield. This data is from the Open Reaction Database (ORD), a public repository of structured organic reaction records. Starting materials: OCP(O)O (hydroxymethylphosphonous acid), Cl.C(C1=CC=CC=C1)NCC(=O)O (N-benzylglycine hydrochloride), C=O (formaldehyde). Solvent: Cl (hydrochloric acid). Product: C(C1=CC=CC=C1)NCC(=O)CP(O)(=O)CO ((N-benzylglycylmethyl)hydroxymethylphosphinic acid). Isolated yield 88.0%. RXN SMILES: [OH:1][CH2:2][P:3]([OH:5])[OH:4].Cl.[CH2:7]([NH:14][CH2:15][C:16]([OH:18])=O)[C:8]1[CH:13]=[CH:12][CH:11]=[CH:10][CH:9]=1.[CH2:19]=O>Cl>[CH2:7]([NH:14][CH2:15][C:16]([CH2:19][P:3]([CH2:2][OH:1])(=[O:5])[OH:4])=[O:18])[C:8]1[CH:13]=[CH:12][CH:11]=[CH:10][CH:9]=1 |f:1.2|. Reported procedure: The procedure of Example 1 is carried out starting from 9.6 g (0.1 mole) of hydroxymethylphosphonous acid ##STR8## 20.2 g (0.1 mole) of N-benzylglycine hydrochloride, 100 ml of conc. hydrochloric acid and 31.6 g of 38% formaldehyde solution. The reaction mixture is concentrated by rotary evaporation, yielding 22.7 g (88%) of (N-benzylglycylmethyl)hydroxymethylphosphinic acid of the formula ##STR9## as a glassy substance which sinters at 92° C., becomes liquid at 118° C., and decomposes at 135° C...